From a dataset of the Open Reaction Database (ORD), a public repository of structured organic reaction records. describe an organic reaction: reactants, conditions, products, and yield Starting materials: O (water), IC1=C(C=CC(=C1)[N+](=O)[O-])O (2-iodo-4-nitrophenol), BrCC(=O)OC(C)(C)C (tert-butyl bromoacetate), C([O-])([O-])=O.[K+].[K+] (potassium carbonate). The solvent is CN(C=O)C (N,N-dimethylformamide). The product is IC1=C(OCC(=O)OC(C)(C)C)C=CC(=C1)[N+](=O)[O-] (tert-Butyl (2-iodo-4-nitrophenoxy)acetate). Isolated yield 63.6%. RXN SMILES: [I:1][C:2]1[CH:7]=[C:6]([N+:8]([O-:10])=[O:9])[CH:5]=[CH:4][C:3]=1[OH:11].Br[CH2:13][C:14]([O:16][C:17]([CH3:20])([CH3:19])[CH3:18])=[O:15].C(=O)([O-])[O-].[K+].[K+].O>CN(C)C=O>[I:1][C:2]1[CH:7]=[C:6]([N+:8]([O-:10])=[O:9])[CH:5]=[CH:4][C:3]=1[O:11][CH2:13][C:14]([O:16][C:17]([CH3:20])([CH3:19])[CH3:18])=[O:15] |f:2.3.4|. Procedure: A solution of 2-iodo-4-nitrophenol (2.2 g, 8.3 mmol), tert-butyl bromoacetate (1.6 mL, 11 mmol), and potassium carbonate (2.3 g, 17 mmol) in N,N-dimethylformamide (20 mL) was stirred at 20° C. for 60 h. The reaction mixture was poured into water (300 mL) and extracted with ethyl acetate (500 mL). The organic layer was separated and washed with brine, dried over anhydrous sodium sulfate, filtered, and concentrated to a crude oil. This material was purified by flash column chromatography to give t... Reactants: NCC1=CC=C(C=C1)C1C(C(N1C1=CC=C(C=C1)F)=O)CCC(C1=CC=CC=C1)O (4-(4-aminomethylphenyl)-1-(4-fluorophenyl)-3-(3-hydroxy-3-phenylpropyl)azetidin-2-one), C(CCC)C1(C(C(C2=C(S(C1)(=O)=O)C=CC(=C2)N(C)C)C=2C=C(C=CC2)NC(=O)COCCOCCOCC(=O)O)O)CC ([2-(2-{[3-(3-butyl-7-dimethylamino-3-ethyl-4-hydroxy-1,1-dioxo-2,3,4,5-tetrahydro-1H-benzo[b]thiepin-5-yl)phenylcarbamoyl]methoxy}ethoxy)ethoxy]acetic acid). Solvent: ClCCl.CO (dichloromethane methanol). Product: C(CCC)C1(C(C(C2=C(S(C1)(=O)=O)C=CC(=C2)N(C)C)C=2C=C(C=CC2)NC(=O)COCCOCCOCC(=O)NCC2=CC=C(C=C2)C2N(C(C2CCC(C2=CC=CC=C2)O)=O)C2=CC=C(C=C2)F)O)CC ([2-(2-{[3-(3-Butyl-7-dimethylamino-3-ethyl-4-hydroxy-1,1-dioxo-2,3,4,5-tetrahydro-1H-benzo[b]thiepin-5-yl)-phenylcarbamoyl]methoxy}ethoxy)ethoxy]-[N-{4-[1-(4-fluorophenyl)-3-(3-hydroxy-3-phenylpropyl)-4-oxoazetidin-2-yl]benzyl}]acetamide). RXN SMILES: [NH2:1][CH2:2][C:3]1[CH:8]=[CH:7][C:6]([CH:9]2[N:12]([C:13]3[CH:18]=[CH:17][C:16]([F:19])=[CH:15][CH:14]=3)[C:11](=[O:20])[CH:10]2[CH2:21][CH2:22][CH:23]([OH:30])[C:24]2[CH:29]=[CH:28][CH:27]=[CH:26][CH:25]=2)=[CH:5][CH:4]=1.[CH2:31]([C:35]1([CH2:73][CH3:74])[CH2:41][S:40](=[O:43])(=[O:42])[C:39]2[CH:44]=[CH:45][C:46]([N:48]([CH3:50])[CH3:49])=[CH:47][C:38]=2[CH:37]([C:51]2[CH:52]=[C:53]([NH:57][C:58]([CH2:60][O:61][CH2:62][CH2:63][O:64][CH2:65][CH2:66][O:67][CH2:68][C:69](O)=[O:70])=[O:59])[CH:54]=[CH:55][CH:56]=2)[CH:36]1[OH:72])[CH2:32][CH2:33][CH3:34]>ClCCl.CO>[CH2:31]([C:35]1([CH2:73][CH3:74])[CH2:41][S:40](=[O:43])(=[O:42])[C:39]2[CH:44]=[CH:45][C:46]([N:48]([CH3:50])[CH3:49])=[CH:47][C:38]=2[CH:37]([C:51]2[CH:52]=[C:53]([NH:57][C:58]([CH2:60][O:61][CH2:62][CH2:63][O:64][CH2:65][CH2:66][O:67][CH2:68][C:69]([NH:1][CH2:2][C:3]3[CH:8]=[CH:7][C:6]([CH:9]4[CH:10]([CH2:21][CH2:22][CH:23]([OH:30])[C:24]5[CH:25]=[CH:26][CH:27]=[CH:28][CH:29]=5)[C:11](=[O:20])[N:12]4[C:13]4[CH:18]=[CH:17][C:16]([F:19])=[CH:15][CH:14]=4)=[CH:5][CH:4]=3)=[O:70])=[O:59])[CH:54]=[CH:55][CH:56]=2)[CH:36]1[OH:72])[CH2:32][CH2:33][CH3:34] |f:2.3|. Procedure details: Preparation analogous to example II, starting from 83 mg of 4-(4-aminomethylphenyl)-1-(4-fluorophenyl)-3-(3-hydroxy-3-phenylpropyl)azetidin-2-one and 130 mg of [2-(2-{[3-(3-butyl-7-dimethylamino-3-ethyl-4-hydroxy-1,1-dioxo-2,3,4,5-tetrahydro-1H-benzo[b]thiepin-5-yl)phenylcarbamoyl]methoxy}ethoxy)ethoxy]acetic acid; chromatography: SiO2, dichloromethane/methanol=20:1; product of melting point 120° C. and molecular weight 1021.3 (C57H67FN4O10S); MS (ESI+): 1021 (M+H+). Reactants: CN1C(=O)CCC2(C)C1=CCC1C2CCC2(C)C(C(=O)O)CCC12, Cc1ccc(CC(N)c2ccccc2)cc1. The product is Cc1ccc(CC(NC(=O)C2CCC3C4CC=C5N(C)C(=O)CCC5(C)C4CCC23C)c2ccccc2)cc1. RXN SMILES: [CH3:1][N:2]1[C:3]2=[CH:4][CH2:5][CH:6]3[CH:7]4[CH2:8][CH2:9][CH:10]([C:22](=[O:23])[OH:24])[C:11]4([CH3:12])[CH2:13][CH2:14][CH:15]3[C:16]2([CH3:21])[CH2:17][CH2:18][C:19]1=[O:20].[c:25]1([CH:31]([CH2:32][c:33]2[cH:34][cH:35][c:36]([CH3:39])[cH:37][cH:38]2)[NH2:40])[cH:26][cH:27][cH:28][cH:29][cH:30]1>>[CH3:1][N:2]1[C:3]2=[CH:4][CH2:5][CH:6]3[CH:7]4[CH2:8][CH2:9][CH:10]([C:22](=[O:23])[NH:40][CH:31]([c:25]5[cH:26][cH:27][cH:28][cH:29][cH:30]5)[CH2:32][c:33]5[cH:34][cH:35][c:36]([CH3:39])[cH:37][cH:38]5)[C:11]4([CH3:12])[CH2:13][CH2:14][CH:15]3[C:16]2([CH3:21])[CH2:17][CH2:18][C:19]1=[O:20]. Starting materials: O=C([O-])[O-], CN(C)C=O, [Cl-], C#CCOc1cc(Cl)ncn1, Oc1ccc(F)cc1, [K+], [K+], [NH4+]. Product: C#CCOc1cc(Oc2ccc(F)cc2)ncn1. Reaction SMILES: [C:12](=[O:13])([O-:14])[O-:15].[CH3:28][N:29]([CH3:30])[CH:31]=[O:32].[Cl-:26].[Cl:1][c:2]1[n:3][cH:4][n:5][c:6]([O:8][CH2:9][C:10]#[CH:11])[cH:7]1.[F:18][c:19]1[cH:20][cH:21][c:22]([OH:25])[cH:23][cH:24]1.[K+:16].[K+:17].[NH4+:27]>>[c:2]1([O:25][c:22]2[cH:21][cH:20][c:19]([F:18])[cH:24][cH:23]2)[n:3][cH:4][n:5][c:6]([O:8][CH2:9][C:10]#[CH:11])[cH:7]1.